Dataset: the Open Reaction Database (ORD), a public repository of structured organic reaction records. Task: describe an organic reaction: reactants, conditions, products, and yield Starting materials: BrC1=C(C=CC(=C1)C(F)(F)F)N1C2=C(OCC1)C=C(C=C2)S(=O)(=O)NC2=NC=NS2 (4-(2-bromo-4-(trifluoromethyl)phenyl)-N-(1,2,4-thiadiazol-5-yl)-3,4-dihydro-2H-benzo[b][1,4]oxazine-7-sulfonamide), N1=CN=CC(=C1)B(O)O (pyrimidin-5-ylboronic acid), C(=O)([O-])[O-].[K+].[K+] (K2CO3). The reagents and catalysts are C=1C=CC(=CC1)[P](C=2C=CC=CC2)(C=3C=CC=CC3)[Pd]([P](C=4C=CC=CC4)(C=5C=CC=CC5)C=6C=CC=CC6)([P](C=7C=CC=CC7)(C=8C=CC=CC8)C=9C=CC=CC9)[P](C=1C=CC=CC1)(C=1C=CC=CC1)C=1C=CC=CC1 (tetrakis(triphenylphosphine)palladium(0)). Solvent: O1CCOCC1 (dioxane), O (water), O (water). Reaction conditions: temperature 100 celsius. Yields the product N1=CN=CC(=C1)C1=C(C=CC(=C1)C(F)(F)F)N1C2=C(OCC1)C=C(C=C2)S(=O)(=O)NC2=NC=NS2 (4-(2-(pyrimidin-5-yl)-4-(trifluoromethyl)phenyl)-N-(1,2,4-thiadiazol-5-yl)-3,4-dihydro-2H-benzo[b][1,4]oxazine-7-sulfonamide). Isolated yield 40.1%. Reaction SMILES: Br[C:2]1[CH:7]=[C:6]([C:8]([F:11])([F:10])[F:9])[CH:5]=[CH:4][C:3]=1[N:12]1[CH2:17][CH2:16][O:15][C:14]2[CH:18]=[C:19]([S:22]([NH:25][C:26]3[S:30][N:29]=[CH:28][N:27]=3)(=[O:24])=[O:23])[CH:20]=[CH:21][C:13]1=2.[N:31]1[CH:36]=[C:35](B(O)O)[CH:34]=[N:33][CH:32]=1.C([O-])([O-])=O.[K+].[K+]>O1CCOCC1.O.C1C=CC([P]([Pd]([P](C2C=CC=CC=2)(C2C=CC=CC=2)C2C=CC=CC=2)([P](C2C=CC=CC=2)(C2C=CC=CC=2)C2C=CC=CC=2)[P](C2C=CC=CC=2)(C2C=CC=CC=2)C2C=CC=CC=2)(C2C=CC=CC=2)C2C=CC=CC=2)=CC=1>[N:31]1[CH:36]=[C:35]([C:2]2[CH:7]=[C:6]([C:8]([F:11])([F:10])[F:9])[CH:5]=[CH:4][C:3]=2[N:12]2[CH2:17][CH2:16][O:15][C:14]3[CH:18]=[C:19]([S:22]([NH:25][C:26]4[S:30][N:29]=[CH:28][N:27]=4)(=[O:24])=[O:23])[CH:20]=[CH:21][C:13]2=3)[CH:34]=[N:33][CH:32]=1 |f:2.3.4,^1:56,58,77,96|. Procedure details: A microwave vial was charged with INTERMEDIATE D (0.100 g, 0.192 mmol), pyrimidin-5-ylboronic acid (Small Molecules, Inc., Hoboken, N.J., 0.036 g, 0.288 mmol), tetrakis(triphenylphosphine)palladium(0) (0.022 g, 0.019 mmol), and K2CO3 (0.133 g, 0.959 mmol). The solids were diluted with dioxane (1.279 mL) and water (0.639 mL), and the reaction was heated under microwave irradiation at 100° C. for 30 minutes. The reaction mixture was diluted with water, and washed with ether (the ether layer was ex... The reactants are CC=1C=C(C=CC1C)C=1C2=C(C(N(C1C(C#N)OC1OCCCC1)C)=O)N(N=C2)CC2=CC=C(C=C2)OC (2-(4-(3,4-dimethyl phenyl)-1-(4-methoxybenzyl)-6-methyl-7-oxo-6,7-dihydro-1H-pyrazolo[3,4-c]pyridin-5-yl)-2-((tetrahydro-2H-pyran-2-yl)oxy)acetonitrile), [OH-].[Na+].O (sodium hydroxide water), [Si](C)(C)(C)C=[N+]=[N-] (TMS-diazomethane), Cl (hydrochloric acid). The solvent is CCO (EtOH), O (water), C(C)(=O)O (Acetic acid). Conditions: temperature 140 celsius, time 1.5 hour. The product is CC=1C=C(C=CC1C)C=1C2=C(C(N(C1C(C(=O)OC)O)C)=O)N(N=C2)CC2=CC=C(C=C2)OC (Methyl 2-(4-(3,4-dimethylphenyl)-1-(4-methoxybenzyl)-6-methyl-7-oxo-6,7-dihydro-1H-pyrazolo[3,4-c]pyridin-5-yl)-2-hydroxyacetate). The yield is 72.9%. Reaction SMILES: [CH3:1][C:2]1[CH:3]=[C:4]([C:9]2[C:10]3[CH:29]=[N:28][N:27]([CH2:30][C:31]4[CH:36]=[CH:35][C:34]([O:37][CH3:38])=[CH:33][CH:32]=4)[C:11]=3[C:12](=[O:26])[N:13]([CH3:25])[C:14]=2[CH:15]([O:18]C2CCCCO2)[C:16]#N)[CH:5]=[CH:6][C:7]=1[CH3:8].[OH-:39].[Na+].[OH2:41].Cl.[Si](C=[N+]=[N-])(C)(C)[CH3:44]>O.C(O)(=O)C.CCO>[CH3:1][C:2]1[CH:3]=[C:4]([C:9]2[C:10]3[CH:29]=[N:28][N:27]([CH2:30][C:31]4[CH:32]=[CH:33][C:34]([O:37][CH3:38])=[CH:35][CH:36]=4)[C:11]=3[C:12](=[O:26])[N:13]([CH3:25])[C:14]=2[CH:15]([OH:18])[C:16]([O:41][CH3:44])=[O:39])[CH:5]=[CH:6][C:7]=1[CH3:8] |f:1.2.3|. Procedure details: A mixture of 2-(4-(3,4-dimethyl phenyl)-1-(4-methoxybenzyl)-6-methyl-7-oxo-6,7-dihydro-1H-pyrazolo[3,4-c]pyridin-5-yl)-2-((tetrahydro-2H-pyran-2-yl)oxy)acetonitrile 267 mg, 0.52 mmol), 20% sodium hydroxide/water (5.0 g, 25 mmol) and EtOH (5 mL) was heated in a sealed tube at 140° C. for 18 h. The mixture was acidified to pH 3 with 1 M hydrochloric acid, diluted with water and extracted with EtOAc. The organic phase was dried over sodium sulfate and concentrated. The residue was dissolved in MeOH...